This data is from the Open Reaction Database (ORD), a public repository of structured organic reaction records. The task is: describe an organic reaction: reactants, conditions, products, and yield RXN SMILES: [CH3:26][CH2:27][OH:28].[Cl:1][c:2]1[cH:3][cH:4][c:5]2[c:6]([N:12]3[CH2:13][CH2:14][NH:15][CH2:16][CH2:17]3)[cH:7][cH:8][n:9][c:10]2[cH:11]1.[N:23]#[C:24][Br:25].[Na+:22].[O-:18][C:19]([OH:20])=[O:21]>>[Cl:1][c:2]1[cH:3][cH:4][c:5]2[c:6]([N:12]3[CH2:13][CH2:14][N:15]([C:24]#[N:23])[CH2:16][CH2:17]3)[cH:7][cH:8][n:9][c:10]2[cH:11]1. The reactants are CCO, Clc1ccc2c(N3CCNCC3)ccnc2c1, N#CBr, [Na+], O=C([O-])O. The product is N#CN1CCN(c2ccnc3cc(Cl)ccc23)CC1. Starting materials: [OH-].[Na+] (NaOH), C(C)OC(=O)C1CCC(CC1)NC(C(N1C(=NC2=C1C=C(C(=C2)F)F)C=2C(=NC(=CC2)OC)OC)C2CCCCC2)=O (4-{2-cyclohexyl-2-[2-(2,6-dimethoxy-pyridin-3-yl)-5,6-difluoro-benzoimidazol-1-yl]-acetylamino}-cyclohexanecarboxylic acid ethyl ester), Cl (HCl). The solvent is C(C)#N.O (acetonitrile water). Conditions: temperature 100 celsius. Yields the product C1(CCCCC1)C(C(=O)N[C@@H]1CC[C@H](CC1)C(=O)O)N1C(=NC2=C1C=C(C(=C2)F)F)C=2C(=NC(=CC2)OC)OC (trans-4-{2-Cyclohexyl-2-[2-(2,6-dimethoxy-pyridin-3-yl)-5,6-difluoro-benzoimidazol-1-yl]-acetylamino}-cyclohexanecarboxylic acid). As a reaction SMILES: C([O:3][C:4]([CH:6]1[CH2:11][CH2:10][CH:9]([NH:12][C:13](=[O:42])[CH:14]([CH:36]2[CH2:41][CH2:40][CH2:39][CH2:38][CH2:37]2)[N:15]2[C:19]3[CH:20]=[C:21]([F:25])[C:22]([F:24])=[CH:23][C:18]=3[N:17]=[C:16]2[C:26]2[C:27]([O:34][CH3:35])=[N:28][C:29]([O:32][CH3:33])=[CH:30][CH:31]=2)[CH2:8][CH2:7]1)=[O:5])C.[OH-].[Na+].Cl>C(#N)C.O>[CH:36]1([CH:14]([N:15]2[C:19]3[CH:20]=[C:21]([F:25])[C:22]([F:24])=[CH:23][C:18]=3[N:17]=[C:16]2[C:26]2[C:27]([O:34][CH3:35])=[N:28][C:29]([O:32][CH3:33])=[CH:30][CH:31]=2)[C:13]([NH:12][C@H:9]2[CH2:8][CH2:7][C@H:6]([C:4]([OH:5])=[O:3])[CH2:11][CH2:10]2)=[O:42])[CH2:37][CH2:38][CH2:39][CH2:40][CH2:41]1 |f:1.2,4.5|. Procedure: To a solution of 4-{2-cyclohexyl-2-[2-(2,6-dimethoxy-pyridin-3-yl)-5,6-difluoro-benzoimidazol-1-yl]-acetylamino}-cyclohexanecarboxylic acid ethyl ester (350 mg, 0.60 mmol, 1.0 equiv) in a mixture of acetonitrile/water (2:1, 5 mL) was added a solution of aqueous 6 M NaOH (0.3 mL, 1.80 mmol, 3.0 equiv) and the reaction mixture heated by microwave irradiation to 100° C. for 30 min. The solvent was removed under reduced pressure and the crude reaction mixture adjusted to pH=3 by addition of a soluti... The reactants are [N+](=O)([O-])C=1N=CNC1 (4-nitroimidazole), COC(CBr)=O (bromo-acetic acid methyl ester). Product: COC(CN1C=NC(=C1)[N+](=O)[O-])=O ((4-Nitro-imidazol-1-yl)-acetic acid methyl ester). As a reaction SMILES: [N+:1]([C:4]1[N:5]=[CH:6][NH:7][CH:8]=1)([O-:3])=[O:2].[CH3:9][O:10][C:11](=[O:14])[CH2:12]Br>>[CH3:9][O:10][C:11](=[O:14])[CH2:12][N:7]1[CH:8]=[C:4]([N+:1]([O-:3])=[O:2])[N:5]=[CH:6]1. Reported procedure: 4-nitroimidazole was alkylated with bromo-acetic acid methyl ester to provide the title compound: 1H NMR (400 MHz) 3.82 (s, 1H), 4.80, (s, 2H), 7.47 (d, 1H, J=1.7 Hz), 7.84 (d, 1H, J=1.7 Hz); gc/ms m/z 185 (M). Product: COC(=O)c1ccc(F)cc1C(C)Cc2cccnc2N. The reagents and catalysts are c1ccc(cc1)-c2c3ccccc3cc4ccccc24 (9-Phenylanthracene), [F-].[Cs+] (CsF), O (water), P([C@]12C[C@@H]3C[C@H](C2)C[C@@H](C1)C3)([C@]12C[C@@H]3C[C@@H](C2)C[C@@H](C1)C3)CCCC (cataCXium A), C(O[Pd]OC(C)=O)(C)=O (Pd(OAc)2). RXN SMILES: [CH3:1][O:2][C:3]([c:5]1[c:11]([CH:12]([CH2:14]B2OC(C)(C)C(C)(C)O2)[CH3:13])[cH:10][c:8]([F:9])[cH:7][cH:6]1)=[O:4].[NH2:15][c:16]1[c:21](Br)[cH:20][cH:19][cH:18][n:17]1>>[CH3:1][O:2][C:3]([c:5]1[c:11]([CH:12]([CH2:14][c:21]2[c:16]([NH2:15])[n:17][cH:18][cH:19][cH:20]2)[CH3:13])[cH:10][c:8]([F:9])[cH:7][cH:6]1)=[O:4]. The reactants are c1(c(nccc1)N)Br, c1cc(cc(c1C(OC)=O)[C@H](CB1OC(C(O1)(C)C)(C)C)C)F. The solvent is CC1=CC=CC=C1 (Toluene). Conditions: temperature 100 celsius, time 18 hour. Reactants: CC1CCCC(N)C(=O)N1CC(=O)OC(C)(C)C, O=C(O)C(F)(F)F. The product is CC1CCCC(N)C(=O)N1CC(=O)O. RXN SMILES: [NH2:1][CH:2]1[C:3](=[O:18])[N:4]([CH2:10][C:11](=[O:12])[O:13][C:14]([CH3:15])([CH3:16])[CH3:17])[CH:5]([CH3:9])[CH2:6][CH2:7][CH2:8]1.[OH:19][C:20]([C:21]([F:22])([F:23])[F:24])=[O:25]>>[NH2:1][CH:2]1[C:3](=[O:18])[N:4]([CH2:10][C:11](=[O:12])[OH:13])[CH:5]([CH3:9])[CH2:6][CH2:7][CH2:8]1. As a reaction SMILES: [CH3:27][C:28](=[O:29])[OH:30].[CH3:32][C:33](=[O:34])[O-:35].[CH3:44][CH2:45][OH:46].[Cl:1][c:2]1[cH:3][c:4](-[c:12]2[s:13][c:14](-[c:17]3[c:18]([CH2:25][CH3:26])[c:19]([CH:20]=[O:21])[cH:22][cH:23][cH:24]3)[cH:15][n:16]2)[cH:5][cH:6][c:7]1[O:8][CH:9]([CH3:10])[CH3:11].[NH:36]1[CH2:37][CH:38]([C:40](=[O:41])[O:42][CH3:43])[CH2:39]1.[Na+:31]>>[Cl:1][c:2]1[cH:3][c:4](-[c:12]2[s:13][c:14](-[c:17]3[c:18]([CH2:25][CH3:26])[c:19]([CH2:20][N:36]4[CH2:37][CH:38]([C:40](=[O:41])[O:42][CH3:43])[CH2:39]4)[cH:22][cH:23][cH:24]3)[cH:15][n:16]2)[cH:5][cH:6][c:7]1[O:8][CH:9]([CH3:10])[CH3:11]. Starting materials: CC(=O)O, CC(=O)[O-], CCO, CCc1c(C=O)cccc1-c1cnc(-c2ccc(OC(C)C)c(Cl)c2)s1, COC(=O)C1CNC1, [Na+]. Product: CCc1c(CN2CC(C(=O)OC)C2)cccc1-c1cnc(-c2ccc(OC(C)C)c(Cl)c2)s1. Yields the product COc1cccc2c(C(=O)C(Cl)(Cl)Cl)c(C)[nH]c12. As a reaction SMILES: [CH3:1][c:2]1[nH:3][c:4]2[c:5]([O:11][CH3:12])[cH:6][cH:7][cH:8][c:9]2[cH:10]1.[CH3:29][C:30]#[N:31].[Cl:22][C:23]([C:24](=[O:25])[Cl:26])([Cl:27])[Cl:28].[n:13]1[c:14]([CH3:15])[cH:16][c:17]([CH3:18])[cH:19][c:20]1[CH3:21]>>[CH3:1][c:2]1[nH:3][c:4]2[c:5]([O:11][CH3:12])[cH:6][cH:7][cH:8][c:9]2[c:10]1[C:24]([C:23]([Cl:22])([Cl:27])[Cl:28])=[O:25]. Reactants: COc1cccc2cc(C)[nH]c12, CC#N, O=C(Cl)C(Cl)(Cl)Cl, Cc1cc(C)nc(C)c1. As a reaction SMILES: [CH3:1][C:2]1[O:6][C:5]([C:7]2[CH:12]=[CH:11][CH:10]=[C:9]([CH3:13])[CH:8]=2)=[N:4][C:3]=1[CH2:14][CH2:15][O:16][C:17]1[CH:26]=[CH:25][C:20](/[CH:21]=[CH:22]/[CH:23]=O)=[CH:19][CH:18]=1.[O:27]1[CH2:31][C:30](=[O:32])[NH:29][C:28]1=[O:33].N1CCCCC1.Cl>O.C(O)C>[CH3:1][C:2]1[O:6][C:5]([C:7]2[CH:12]=[CH:11][CH:10]=[C:9]([CH3:13])[CH:8]=2)=[N:4][C:3]=1[CH2:14][CH2:15][O:16][C:17]1[CH:18]=[CH:19][C:20]([CH:21]=[CH:22][CH:23]=[C:31]2[O:27][C:28](=[O:33])[NH:29][C:30]2=[O:32])=[CH:25][CH:26]=1. Yield: 34.3%. The reactants are Cl (HCl), CC1=C(N=C(O1)C1=CC(=CC=C1)C)CCOC1=CC=C(/C=C/C=O)C=C1 ((E)-4-[2-[5-methyl-2-(3-methylphenyl)-4-oxazolyl]ethoxy]cinnamaldehyde), O1C(NC(C1)=O)=O (2,4-oxazolidinedione), N1CCCCC1 (piperidine). Procedure details: A mixture of (E)-4-[2-[5-methyl-2-(3-methylphenyl)-4-oxazolyl]ethoxy]cinnamaldehyde (1.20 g), 2,4-oxazolidinedione (0.525 g), piperidine (0.09 g) and ethanol (20 ml) was heated for 5 hours under reflux. The reaction mixture was poured into water, which was acidified with 2N HCl, followed by extraction with ethyl acetate. The ethyl acetate layer was washed with water, dried (MgSO4) and, then, concentrated. The concentrate was purified by means of a silica gel column chromatography. From the fract... Run in C(C)O (ethanol), O (water). Yields the product CC1=C(N=C(O1)C1=CC(=CC=C1)C)CCOC1=CC=C(C=CC=C2C(NC(O2)=O)=O)C=C1 (5-[4-[2-[5-methyl-2-(3-methylphenyl)-4-oxazolyl]ethoxy]cinnamylidene]-2,4-oxazolidinedione). The reactants are [BH4-].[Na+] (sodium borohydride), ClC1=C(C=CC(=C1)Cl)C(CN1C=NC=C1)=NCCCO (1-(2-(2,4-dichlorophenyl)-2-(3-hydroxypropylimino)ethyl)-1H-imidazole), [BH4-] (borohydride). The solvent is CO (methanol). Conditions: temperature 0 celsius, time 2 hour. The product is ClC1=C(C=CC(=C1)Cl)C(CN1C=NC=C1)NCCCO (1-(2-(2,4-Dichlorophenyl)-2-(3-hydroxypropylamino)ethyl)-1H-imidazole). Isolated yield 51.0%. As a reaction SMILES: [Cl:1][C:2]1[CH:7]=[C:6]([Cl:8])[CH:5]=[CH:4][C:3]=1[C:9](=[N:16][CH2:17][CH2:18][CH2:19][OH:20])[CH2:10][N:11]1[CH:15]=[CH:14][N:13]=[CH:12]1.[BH4-].[Na+].[BH4-]>CO>[Cl:1][C:2]1[CH:7]=[C:6]([Cl:8])[CH:5]=[CH:4][C:3]=1[CH:9]([NH:16][CH2:17][CH2:18][CH2:19][OH:20])[CH2:10][N:11]1[CH:15]=[CH:14][N:13]=[CH:12]1 |f:1.2|. Procedure: 179.0 g (0.5737 mole) of 1-(2-(2,4-dichlorophenyl)-2-(3-hydroxypropylimino)ethyl)-1H-imidazole are dissolved in 300 ml of methanol, the solution is cooled to 0° C., and 50.0 g (1.322 mole) of sodium borohydride are added in portions in such a way that the temperature does not rise above 5° C. After the borohydride has been added, the reaction mixture is stirred at room temperature for a further 2 hours, then evaporated to dryness, and the pH is adjusted to 1 with half-concentrated hydrochloric a...